This data is from the Open Reaction Database (ORD), a public repository of structured organic reaction records. The task is: describe an organic reaction: reactants, conditions, products, and yield Starting materials: N#Cc1nc(Cl)c(-c2cccc(Br)c2)nc1C#N, CCN, C1CCOC1. The product is CCNc1nc(C#N)c(C#N)nc1-c1cccc(Br)c1. As a reaction SMILES: [C:1](#[N:2])[c:3]1[n:4][c:5](-[c:12]2[cH:13][c:14]([Br:18])[cH:15][cH:16][cH:17]2)[c:6]([Cl:11])[n:7][c:8]1[C:9]#[N:10].[CH3:19][CH2:20][NH2:21].[O:22]1[CH2:23][CH2:24][CH2:25][CH2:26]1>>[C:1](#[N:2])[c:3]1[n:4][c:5](-[c:12]2[cH:13][c:14]([Br:18])[cH:15][cH:16][cH:17]2)[c:6]([NH:21][CH2:20][CH3:19])[n:7][c:8]1[C:9]#[N:10]. The reactants are FC(S(=O)(=O)OC1=CC=C(C=C1)C1=NC(=C(N=C1C)C)C(N)=O)(F)F (4-(6-carbamoyl-3,5-dimethylpyrazin-2-yl)phenyl trifluoromethanesulfonate), FC(S(=O)(=O)OC1=CC=C(C=C1)C1=NC(=C(N=C1C)C)C(N)=O)(F)F (4-(6-carbamoyl-3,5-dimethylpyrazin-2-yl)phenyl trifluoromethanesulfonate), ClC=1C=C(C=CC1B1OC(C(O1)(C)C)(C)C)C(C(=O)OC)C (methyl 2-(3-chloro-4-(4,4,5,5-tetramethyl-1,3,2-dioxaborolan-2-yl)phenyl)propanoate), ClC=1C=C(C=CC1B1OC(C(O1)(C)C)(C)C)C(C(=O)OC)C (methyl 2-(3-chloro-4-(4,4,5,5-tetramethyl-1,3,2-dioxaborolan-2-yl)phenyl)propanoate), P(=O)([O-])([O-])[O-].[K+].[K+].[K+] (potassium phosphate), CO (methanol). Reagents/catalysts: C1=CC=C(C=C1)P([C-]2C=CC=C2)C3=CC=CC=C3.C1=CC=C(C=C1)P([C-]2C=CC=C2)C3=CC=CC=C3.Cl[Pd]Cl.[Fe+2].C(Cl)Cl (PdCl2(dppf) DCM). The solvent is COCCOC (DME), O (water). Reaction conditions: temperature 90 celsius. Product: C(N)(=O)C1=C(N=C(C(=N1)C1=CC=C(C=C1)C1=C(C=C(C=C1)C(C(=O)OC)C)Cl)C)C (methyl 2-(4′-(6-carbamoyl-3,5-dimethylpyrazin-2-yl)-2-chlorobiphenyl-4-yl)propanoate). The yield is 59.6%. Reaction SMILES: FC(F)(F)S(O[C:7]1[CH:12]=[CH:11][C:10]([C:13]2[C:18]([CH3:19])=[N:17][C:16]([CH3:20])=[C:15]([C:21](=[O:23])[NH2:22])[N:14]=2)=[CH:9][CH:8]=1)(=O)=O.[Cl:26][C:27]1[CH:28]=[C:29]([CH:42]([CH3:47])[C:43]([O:45][CH3:46])=[O:44])[CH:30]=[CH:31][C:32]=1B1OC(C)(C)C(C)(C)O1.P([O-])([O-])([O-])=O.[K+].[K+].[K+].CO>COCCOC.C1C=CC(P(C2C=CC=CC=2)[C-]2C=CC=C2)=CC=1.C1C=CC(P(C2C=CC=CC=2)[C-]2C=CC=C2)=CC=1.Cl[Pd]Cl.[Fe+2].C(Cl)Cl.O>[C:21]([C:15]1[N:14]=[C:13]([C:10]2[CH:11]=[CH:12][C:7]([C:32]3[CH:31]=[CH:30][C:29]([CH:42]([CH3:47])[C:43]([O:45][CH3:46])=[O:44])=[CH:28][C:27]=3[Cl:26])=[CH:8][CH:9]=2)[C:18]([CH3:19])=[N:17][C:16]=1[CH3:20])(=[O:23])[NH2:22] |f:2.3.4.5,8.9.10.11.12|. Procedure details: A solution of 4-(6-carbamoyl-3,5-dimethylpyrazin-2-yl)phenyl trifluoromethanesulfonate (Intermediate 7-4; 1.249 g, 3.33 mmol) and methyl 2-(3-chloro-4-(4,4,5,5-tetramethyl-1,3,2-dioxaborolan-2-yl)phenyl)propanoate (Intermediate 8-2; 1.08 g, 3.33 mmol) and potassium phosphate, tri-basic (0.847 g, 3.99 mmol) in DME (16 mL), methanol (8.00 mL) and water (4.00 mL) was thoughroughly degassed. The mixture was treated with PdCl2(dppf)-DCM adduct (0.136 g, 0.17 mmol), degassed again and the atmosphere r... Starting materials: C(C)(=O)O (Acetic acid), [F-].C(CCC)[N+](CCCC)(CCCC)CCCC (tetrabutylammonium fluoride), [Si](C)(C)(C(C)(C)C)O[C@H](C)[C@@H]1[C@@H]2N(C(=C([C@@H]2C)C2=CN3C(S2)=C(N=C3)C(=O)C=3C=NC=CC3)C(=O)OCC=C)C1=O (allyl (1S,5R,6S)-6-[(1R)-1-(t-butyldimethylsilyloxy)ethyl]-2-[7-(pyridin-3-yl)carbonylimidazo[5,1-b]thiazol-2-yl]-1-methylcarbapen-2-em-3-carboxylate). Run in C(C)(=O)OCC (ethyl acetate), O1CCCC1 (tetrahydrofuran), O1CCCC1 (tetrahydrofuran). Reaction conditions: time 36 hour. The product is O[C@H](C)[C@@H]1[C@@H]2N(C(=C([C@@H]2C)C2=CN3C(S2)=C(N=C3)C(=O)C=3C=NC=CC3)C(=O)OCC=C)C1=O (allyl (1S,5R,6S)-6-[(1R)-1-hydroxyethyl]-2-[7-(pyridin-3-yl)carbonylimidazo[5,1-b]thiazol-2-yl]-1-methylcarbapen-2-em-3-carboxylate). The yield is 53.4%. As a reaction SMILES: C(O)(=O)C.[F-].C([N+](CCCC)(CCCC)CCCC)CCC.[Si]([O:30][C@@H:31]([C@H:33]1[C:62](=[O:63])[N:35]2[C:36]([C:56]([O:58][CH2:59][CH:60]=[CH2:61])=[O:57])=[C:37]([C:40]3[S:44][C:43]4=[C:45]([C:48]([C:50]5[CH:51]=[N:52][CH:53]=[CH:54][CH:55]=5)=[O:49])[N:46]=[CH:47][N:42]4[CH:41]=3)[C@H:38]([CH3:39])[C@H:34]12)[CH3:32])(C(C)(C)C)(C)C>O1CCCC1.C(OCC)(=O)C>[OH:30][C@@H:31]([C@H:33]1[C:62](=[O:63])[N:35]2[C:36]([C:56]([O:58][CH2:59][CH:60]=[CH2:61])=[O:57])=[C:37]([C:40]3[S:44][C:43]4=[C:45]([C:48]([C:50]5[CH:51]=[N:52][CH:53]=[CH:54][CH:55]=5)=[O:49])[N:46]=[CH:47][N:42]4[CH:41]=3)[C@H:38]([CH3:39])[C@H:34]12)[CH3:32] |f:1.2|. Procedure: Acetic acid (0.23 ml) and 0.72 ml of a 1 M tetrahydrofuran solution of tetrabutylammonium fluoride was added to a solution of 0.14 g of allyl (1S,5R,6S)-6-[(1R)-1-(t-butyldimethylsilyloxy)ethyl]-2-[7-(pyridin-3-yl)carbonylimidazo[5,1-b]thiazol-2-yl]-1-methylcarbapen-2-em-3-carboxylate in 2 ml of tetrahydrofuran, and the mixture was stirred at room temperature for 36 hr. The reaction mixture was diluted with 50 ml of ethyl acetate, and the diluted reaction solution was washed with a 5% aqueous so...